From a dataset of the Open Reaction Database (ORD), a public repository of structured organic reaction records. describe an organic reaction: reactants, conditions, products, and yield Reactants: ON=C(C(C(C(=O)OCC)=O)C)C=1SC=CC1 (Ethyl 4-(hydroxyimino)-3-methyl-2-oxo-4-(thiophen-2-yl)butanoate), S(O)(O)(=O)=O (sulfuric acid), C([O-])(O)=O.[Na+] (sodium bicarbonate). The solvent is C(C)O (ethanol). Product: CC=1C(=NOC1C(=O)OCC)C=1SC=CC1 (Ethyl 4-methyl-3-(thiophen-2-yl)isoxazole-5-carboxylate). The yield is 54.4%. As a reaction SMILES: O[N:2]=[C:3]([C:13]1[S:14][CH:15]=[CH:16][CH:17]=1)[CH:4]([CH3:12])[C:5](=[O:11])[C:6]([O:8][CH2:9][CH3:10])=[O:7].S(=O)(=O)(O)O.C(=O)(O)[O-].[Na+]>C(O)C>[CH3:12][C:4]1[C:3]([C:13]2[S:14][CH:15]=[CH:16][CH:17]=2)=[N:2][O:11][C:5]=1[C:6]([O:8][CH2:9][CH3:10])=[O:7] |f:2.3|. Procedure: Ethyl 4-(hydroxyimino)-3-methyl-2-oxo-4-(thiophen-2-yl)butanoate (7.7 g, 30.2 mmol) and concentrated sulfuric acid (8 mL) were added to 120 mL of absolute ethanol and the mixture was refluxed for 20 hours. After the mixture cooled to room temperature, saturated sodium bicarbonate solution was added to neutralize the mixture. The product was extracted with EtOAc and the combined organic layer was dried over MgSO4 and concentrated to give 3.9 g of the title compound. MS: (+) m/z 238.38 (M+1). The reactants are COc1ccc(N2CCOCC2)c2sc(NC(=O)c3ccnc(Br)c3)nc12, O=C([O-])[O-], NC1CCC1, [Cs+], [Cs+]. The product is COc1ccc(N2CCOCC2)c2sc(NC(=O)c3ccnc(NC4CCC4)c3)nc12. RXN SMILES: [Br:1][c:2]1[cH:3][c:4]([C:5](=[O:6])[NH:7][c:8]2[s:9][c:10]3[c:11]([n:12]2)[c:13]([O:23][CH3:24])[cH:14][cH:15][c:16]3[N:17]2[CH2:18][CH2:19][O:20][CH2:21][CH2:22]2)[cH:25][cH:26][n:27]1.[C:28](=[O:29])([O-:30])[O-:31].[CH:34]1([NH2:38])[CH2:35][CH2:36][CH2:37]1.[Cs+:32].[Cs+:33]>>[c:2]1([NH:38][CH:34]2[CH2:35][CH2:36][CH2:37]2)[cH:3][c:4]([C:5](=[O:6])[NH:7][c:8]2[s:9][c:10]3[c:11]([n:12]2)[c:13]([O:23][CH3:24])[cH:14][cH:15][c:16]3[N:17]2[CH2:18][CH2:19][O:20][CH2:21][CH2:22]2)[cH:25][cH:26][n:27]1. Starting materials: ester, C1(=CC=C(C=C1)NC=1NC(C(=CN1)C(=O)OCC)=O)C1=CC=CC=C1 (ethyl 2-((1,1′-biphenyl)-4-ylamino)-6-oxo-1,6-dihydropyrimidine-5-carboxylate), [OH-].[Na+] (sodium hydroxide), [OH-].[Na+] (NaOH), ester. Run in CO (methanol), O1CCOCC1 (dioxane), CO (methanol). Conditions: temperature 40 celsius, time 8 hour. The product is C1(=CC=C(C=C1)NC=1NC(C(=CN1)C(=O)O)=O)C1=CC=CC=C1 (2-((1,1′-biphenyl)-4-ylamino)-6-oxo-1,6-dihydropyrimidine-5-carboxylic acid). Yield: 60.1%. RXN SMILES: [C:1]1([C:20]2[CH:25]=[CH:24][CH:23]=[CH:22][CH:21]=2)[CH:6]=[CH:5][C:4]([NH:7][C:8]2[NH:9][C:10](=[O:19])[C:11]([C:14]([O:16]CC)=[O:15])=[CH:12][N:13]=2)=[CH:3][CH:2]=1.[OH-].[Na+]>CO.O1CCOCC1>[C:1]1([C:20]2[CH:25]=[CH:24][CH:23]=[CH:22][CH:21]=2)[CH:2]=[CH:3][C:4]([NH:7][C:8]2[NH:9][C:10](=[O:19])[C:11]([C:14]([OH:16])=[O:15])=[CH:12][N:13]=2)=[CH:5][CH:6]=1 |f:1.2|. Reported procedure: A mixture of ethyl 2-((1,1′-biphenyl)-4-ylamino)-6-oxo-1,6-dihydropyrimidine-5-carboxylate (100 mg, 0.298 mmol), sodium hydroxide (1M, aq), and methanol was stirred at 70° C. for 2 hours and for 40° C. overnight. The ester did not dissolve in 3 mL methanol. The ester was then put in 3 mL dioxane and heated to 103° C. for 4 hours with an additional 1 mL of NaOH added. The reaction mixture was then heated at 40° C. overnight. After the overnight heating, the reaction mixture was cooled and the sol... Starting materials: ClCCl, CCON, COC(=O)c1ccccc1S(=O)(=O)NC(=O)Nc1nc(C)cc(C)n1, C[Al](C)C, Cl, Cl. Yields the product CCONC(=O)c1ccccc1S(=O)(=O)NC(=O)Nc1nc(C)cc(C)n1. Reaction SMILES: [CH2:36]([Cl:37])[Cl:38].[CH2:6]([CH3:7])[O:8][NH2:9].[CH3:10][c:11]1[n:12][c:13]([NH:18][C:19](=[O:20])[NH:21][S:22](=[O:23])(=[O:24])[c:25]2[c:26]([C:31](=[O:32])[O:33][CH3:34])[cH:27][cH:28][cH:29][cH:30]2)[n:14][c:15]([CH3:17])[cH:16]1.[CH3:1][Al:2]([CH3:3])[CH3:4].[ClH:35].[ClH:5]>>[CH2:6]([CH3:7])[O:8][NH:9][C:31]([c:26]1[c:25]([S:22]([NH:21][C:19]([NH:18][c:13]2[n:12][c:11]([CH3:10])[cH:16][c:15]([CH3:17])[n:14]2)=[O:20])(=[O:23])=[O:24])[cH:30][cH:29][cH:28][cH:27]1)=[O:32].